This data is from the Open Reaction Database (ORD), a public repository of structured organic reaction records. The task is: describe an organic reaction: reactants, conditions, products, and yield Reactants: Cl.NC1=CC2=C(OC(=C2C)C)C(=C1)NC(C1=C(C=CC=C1Cl)Cl)=O (5-amino-7-(2,6-dichlorobenzoylamino)-2,3-dimethylbenzo[b]furan hydrochloride), ClC(C(=O)N=C=O)(Cl)Cl (trichloroacetyl isocyanate). The solvent is C(C)N(CC)CC (triethylamine). Reaction conditions: time 1 hour. Product: ClC1=C(C(=O)NC2=CC(=CC3=C2OC(=C3C)C)NC(=O)N)C(=CC=C1)Cl (7-(2,6-dichlorobenzoylamino)-2,3-dimethyl-5-ureidobenzo[b]furan). Yield: 82.5%. RXN SMILES: Cl.[NH2:2][C:3]1[CH:13]=[C:12]([NH:14][C:15](=[O:24])[C:16]2[C:21]([Cl:22])=[CH:20][CH:19]=[CH:18][C:17]=2[Cl:23])[C:6]2[O:7][C:8]([CH3:11])=[C:9]([CH3:10])[C:5]=2[CH:4]=1.ClC(Cl)(Cl)[C:27]([N:29]=C=O)=[O:28]>C(N(CC)CC)C>[Cl:23][C:17]1[CH:18]=[CH:19][CH:20]=[C:21]([Cl:22])[C:16]=1[C:15]([NH:14][C:12]1[C:6]2[O:7][C:8]([CH3:11])=[C:9]([CH3:10])[C:5]=2[CH:4]=[C:3]([NH:2][C:27]([NH2:29])=[O:28])[CH:13]=1)=[O:24] |f:0.1|. Procedure details: A mixture of 5-amino-7-(2,6-dichlorobenzoylamino)-2,3-dimethylbenzo[b]furan hydrochloride (155 mg), triethylamine (61 mg) and trichloroacetyl isocyanate (115 mg) was stirred at ambient temperature for 1 hour. Then, the mixture was concentrated in vacuo and to the residue was added methanol (3 ml) and aqueous 1N-sodium hydroxide (2 ml). The mixture was stirred at 60° C. for 15 minutes and the methanol was evaporated in vacuo. The separated solid was collected, washed with water and dried to give ... The reactants are COC=1C=C2C(=NC=NC2=CC1OC[C@@H]1OC1)OC=1C=C2C(=CNC2=CC1)C ((2R)-6-methoxy-4-(3-methylindol-5-yloxy)-7-(oxiran-2-ylmethoxy)quinazoline), NCCCN1CCN(CC1)C (1-(3-aminopropyl)-4-methylpiperazine). Solvent: CN(C)C=O (DMF). Reaction conditions: temperature 70 celsius. Product: COC=1C=C2C(=NC=NC2=CC1)OC=1C=C2C(=CNC2=CC1)C (6-methoxy-4-(3-methylindol-5-yloxy)quinazoline). Isolated yield 51.5%. As a reaction SMILES: [CH3:1][O:2][C:3]1[CH:4]=[C:5]2[C:10](=[CH:11][C:12]=1OC[C@H]1CO1)[N:9]=[CH:8][N:7]=[C:6]2[O:18][C:19]1[CH:20]=[C:21]2[C:25](=[CH:26][CH:27]=1)[NH:24][CH:23]=[C:22]2[CH3:28].NCCCN1CCN(C)CC1>CN(C=O)C>[CH3:1][O:2][C:3]1[CH:4]=[C:5]2[C:10](=[CH:11][CH:12]=1)[N:9]=[CH:8][N:7]=[C:6]2[O:18][C:19]1[CH:20]=[C:21]2[C:25](=[CH:26][CH:27]=1)[NH:24][CH:23]=[C:22]2[CH3:28]. Reported procedure: A mixture of (2R)-6-methoxy-4-(3-methylindol-5-yloxy)-7-(oxiran-2-ylmethoxy)quinazoline (100 mg, 0.28 mmol), (prepared as described in Example 278), and 1-(3-aminopropyl)-4-methylpiperazine (132 mg, 0.84 mmol) in DMF (5 ml) was heated to 70° C. for 3 hours. The solvents were removed in vacuo and the residue taken up in dichloromethane. This was washed with water, dried (MgSO4), filtered and evaporated. The residue was purified by silica column chromatography using gradient elution (dichlorometha...